This data is from the Open Reaction Database (ORD), a public repository of structured organic reaction records. The task is: describe an organic reaction: reactants, conditions, products, and yield Reactants: CC(=O)OC(C)=O, O=CO, CCOC(=O)c1cc(-c2ccc(S(C)(=O)=O)cc2)c(-c2ccc(N)cc2)s1. Product: CCOC(=O)c1cc(-c2ccc(S(C)(=O)=O)cc2)c(-c2ccc(NC=O)cc2)s1. As a reaction SMILES: [CH3:1][C:2](=[O:3])[O:4][C:5](=[O:6])[CH3:7].[CH:35]([OH:36])=[O:37].[NH2:8][c:9]1[cH:10][cH:11][c:12](-[c:15]2[c:16](-[c:25]3[cH:26][cH:27][c:28]([S:31](=[O:32])(=[O:33])[CH3:34])[cH:29][cH:30]3)[cH:17][c:18]([C:20](=[O:21])[O:22][CH2:23][CH3:24])[s:19]2)[cH:13][cH:14]1>>[CH:2](=[O:3])[NH:8][c:9]1[cH:10][cH:11][c:12](-[c:15]2[c:16](-[c:25]3[cH:26][cH:27][c:28]([S:31](=[O:32])(=[O:33])[CH3:34])[cH:29][cH:30]3)[cH:17][c:18]([C:20](=[O:21])[O:22][CH2:23][CH3:24])[s:19]2)[cH:13][cH:14]1. Reactants: C(C(=O)Cl)(=O)Cl (oxalyl chloride), CN(C)C=O (DMF), OC(C(=O)O)C1=CC(=CC=C1)C=1C=C2C(=NC1)N(N=C2C2=C(C=CC=C2)OC)COCC[Si](C)(C)C (Hydroxy-{3-[3-(2-methoxy-phenyl)-1-(2-trimethylsilanyl-ethoxymethyl)-1H-pyrazolo[3,4-b]pyridin-5-yl]-phenyl}-acetic acid). Run in ClCCl (dichloromethane). Reaction conditions: temperature 60 celsius, time 8 hour. Product: OC(C(=O)N)C1=CC(=CC=C1)C=1C=C2C(=NC1)NC=C2C2=C(C=CC=C2)OC (2-hydroxy-2-{3-[3-(2-methoxy-phenyl)-1H-pyrrolo[2,3-b]pyridin-5-yl]-phenyl}-acetamide). Isolated yield 45.0%. RXN SMILES: [OH:1][CH:2]([C:6]1[CH:11]=[CH:10][CH:9]=[C:8]([C:12]2[CH:13]=[C:14]3[C:20]([C:21]4[CH:26]=[CH:25][CH:24]=[CH:23][C:22]=4[O:27][CH3:28])=N[N:18]([CH2:29]OCC[Si](C)(C)C)[C:15]3=[N:16][CH:17]=2)[CH:7]=1)[C:3]([OH:5])=O.C(Cl)(=O)C(Cl)=O.C[N:44](C=O)C>ClCCl>[OH:1][CH:2]([C:6]1[CH:11]=[CH:10][CH:9]=[C:8]([C:12]2[CH:13]=[C:14]3[C:20]([C:21]4[CH:26]=[CH:25][CH:24]=[CH:23][C:22]=4[O:27][CH3:28])=[CH:29][NH:18][C:15]3=[N:16][CH:17]=2)[CH:7]=1)[C:3]([NH2:44])=[O:5]. Reported procedure: Hydroxy-{3-[3-(2-methoxy-phenyl)-1-(2-trimethylsilanyl-ethoxymethyl)-1H-pyrazolo[3,4-b]pyridin-5-yl]-phenyl}-acetic acid (92 mg, 0.19 mmol) was dissolved in dichloromethane (1 mL) and oxalyl chloride (145 mg, 1.14 mmol) and DMF (10 μL) were added. The resulting solution was heated to 60° C. with stirring overnight. The mixture was concentrated and ammonium hydroxide (30% w/v in water, 1 mL) was added and the stirring was continued for 15 minutes. The mixture was neutralized to pH 7 and extracted... The reactants are C(C=C)[C@H]1S(C2(CCC2)C(=N[C@]1(C)C=1C(=NC=C(C1)Br)F)NC(OC(C)(C)C)=O)(=O)=O (tert-butyl ((6R,7R)-6-allyl-7-(5-bromo-2-fluoropyridin-3-yl)-7-methyl-5,5-dioxido-5-thia-8-azaspiro[3.5]non-8-en-9-yl)carbamate), C([O-])(O)=O.[Na+] (sodium bicarbonate), [BH4-].[Na+] (sodium borohydride). The solvent is C(Cl)Cl (DCM), CO (MeOH). Reaction conditions: time 5 minute. The product is BrC=1C=C(C(=NC1)F)[C@@]1([C@H](S(C2(CCC2)C(=N1)NC(OC(C)(C)C)=O)(=O)=O)CCO)C (tert-butyl ((6R,7R)-7-(5-bromo-2-fluoropyridin-3-yl)-6-(2-hydroxyethyl)-7-methyl-5,5-dioxido-5-thia-8-azaspiro[3.5]non-8-en-9-yl)carbamate). The yield is 101.0%. RXN SMILES: [CH2:1]([C@@H:4]1[C@:12]([C:14]2[C:15]([F:21])=[N:16][CH:17]=[C:18]([Br:20])[CH:19]=2)([CH3:13])[N:11]=[C:10]([NH:22][C:23](=[O:29])[O:24][C:25]([CH3:28])([CH3:27])[CH3:26])[C:6]2([CH2:9][CH2:8][CH2:7]2)[S:5]1(=[O:31])=[O:30])[CH:2]=C.C(=O)(O)[O-:33].[Na+].[BH4-].[Na+]>C(Cl)Cl.CO>[Br:20][C:18]1[CH:19]=[C:14]([C@@:12]2([CH3:13])[N:11]=[C:10]([NH:22][C:23](=[O:29])[O:24][C:25]([CH3:28])([CH3:27])[CH3:26])[C:6]3([CH2:9][CH2:8][CH2:7]3)[S:5](=[O:31])(=[O:30])[C@@H:4]2[CH2:1][CH2:2][OH:33])[C:15]([F:21])=[N:16][CH:17]=1 |f:1.2,3.4|. Reported procedure: To a solution of tert-butyl ((6R,7R)-6-allyl-7-(5-bromo-2-fluoropyridin-3-yl)-7-methyl-5,5-dioxido-5-thia-8-azaspiro[3.5]non-8-en-9-yl)carbamate (2.0 g, 3.87 mmol) in DCM (40 mL) and MeOH (10 mL) was added sodium bicarbonate (0.651 g, 7.75 mmol) and the resulting mixture was brought to −78° C. To this mixture was bubbled O3 for 15 min until the starting material was consumed. A stream of oxygen was passed through the solution for 5 min, then solid sodium borohydride (0.293 g, 7.75 mmol) was adde... Reactants: ClC1=C(C=C(C=C1)C(C1C(OC(OC1=O)(C)C)=O)C1=CNC2=C(C=CC=C12)CSC)F (5-[(4-Chloro-3-fluorophenyl){7-[(methylsulfanyl)methyl]-1H-indol-3-yl}methyl]-2,2-dimethyl-1,3-dioxane-4,6-dione). The reagents and catalysts are [Cu] (copper). Solvent: N1=CC=CC=C1 (pyridine), C(C)O (ethanol). Yields the product ClC1=C(C=C(C=C1)C(CC(=O)OCC)C1=CNC2=C(C=CC=C12)CSC)F (Ethyl 3-(4-chloro-3-fluorophenyl)-3-{7-[(methylsulfanyl)methyl]-1H-indol-3-yl}propanoate). As a reaction SMILES: [Cl:1][C:2]1[CH:7]=[CH:6][C:5]([CH:8]([C:19]2[C:27]3[C:22](=[C:23]([CH2:28][S:29][CH3:30])[CH:24]=[CH:25][CH:26]=3)[NH:21][CH:20]=2)[CH:9]2C(=O)O[C:12](C)([CH3:16])[O:11][C:10]2=[O:18])=[CH:4][C:3]=1[F:31]>N1C=CC=CC=1.C(O)C.[Cu]>[Cl:1][C:2]1[CH:7]=[CH:6][C:5]([CH:8]([C:19]2[C:27]3[C:22](=[C:23]([CH2:28][S:29][CH3:30])[CH:24]=[CH:25][CH:26]=3)[NH:21][CH:20]=2)[CH2:9][C:10]([O:11][CH2:12][CH3:16])=[O:18])=[CH:4][C:3]=1[F:31]. Procedure details: 17 mg (262 μmol) of copper powder were added to a solution of 2.42 g (5.24 mmol) of the compound from Example 95A in 10 ml of pyridine and 2 ml of ethanol. The reaction mixture was heated under reflux for 4 h. It was concentrated, and the crude product was purified by preparative HPLC (mobile phase: acetonitrile/water gradient) to result in 1.82 g (85% of theory) of the title compound. Starting materials: C(C)(C)(C)OC(=O)[C@H]1[C@@H](CC[C@H](C1)O[Si](C1=CC=CC=C1)(C1=CC=CC=C1)C(C)(C)C)C(=O)O ((1R,2R,4R)-2-(tert-butoxycarbonyl)-4-(tert-butyldiphenylsilyloxy)cyclohexanecarboxylic acid), CN(C)C(=[N+](C)C)ON1C2=C(C=CC=C2)N=N1.[B-](F)(F)(F)F (TBTU), S(=O)(=O)(O)C1=CC=C(C)C=C1.CNCCCCC=C (N-Methylhex-5-en-1-amine tosylate salt), C(C)(C)N(CC)C(C)C (diisopropyl ethyl amine). Run in CN(C)C=O (DMF). Conditions: time 8 hour. The product is [Si](C1=CC=CC=C1)(C1=CC=CC=C1)(C(C)(C)C)O[C@@H]1CC[C@H]([C@@H](C1)C(=O)OC(C)(C)C)C(N(C)CCCCC=C)=O ((1R,2R,5R)-tert-butyl 5-(tert-butyldiphenylsilyloxy)-2-(hex-5-enyl(methyl)carbamoyl)cyclohexanecarboxylate). Isolated yield 85.0%. As a reaction SMILES: [C:1]([O:5][C:6]([C@@H:8]1[CH2:13][C@H:12]([O:14][Si:15]([C:28]([CH3:31])([CH3:30])[CH3:29])([C:22]2[CH:27]=[CH:26][CH:25]=[CH:24][CH:23]=2)[C:16]2[CH:21]=[CH:20][CH:19]=[CH:18][CH:17]=2)[CH2:11][CH2:10][C@H:9]1[C:32](O)=[O:33])=[O:7])([CH3:4])([CH3:3])[CH3:2].CN(C(ON1N=NC2C=CC=CC1=2)=[N+](C)C)C.[B-](F)(F)(F)F.S(C1C=CC(C)=CC=1)(O)(=O)=O.[CH3:68][NH:69][CH2:70][CH2:71][CH2:72][CH2:73][CH:74]=[CH2:75].C(N(C(C)C)CC)(C)C>CN(C=O)C>[Si:15]([O:14][C@H:12]1[CH2:13][C@@H:8]([C:6]([O:5][C:1]([CH3:3])([CH3:4])[CH3:2])=[O:7])[C@H:9]([C:32](=[O:33])[N:69]([CH2:70][CH2:71][CH2:72][CH2:73][CH:74]=[CH2:75])[CH3:68])[CH2:10][CH2:11]1)([C:28]([CH3:29])([CH3:31])[CH3:30])([C:22]1[CH:23]=[CH:24][CH:25]=[CH:26][CH:27]=1)[C:16]1[CH:21]=[CH:20][CH:19]=[CH:18][CH:17]=1 |f:1.2,3.4|. Procedure details: To a cold solution of compound 38 (1.80 mmol), TBTU (2.17 mmol), and N-methylhex-5-en-1-amine tosylate salt 31a (2.17 mmol) in DMF (100 mL) was added diisopropyl ethyl amine (5.4 mmol) dropwise under nitrogen at 0° C. The reaction mixture was stirred overnight at room temperature, then quenched with water and extracted with diethyl ether. The organic layer was washed with brine, then dried on magnesium sulphate, concentrated under reduced pressure, and purified by chromatography on silica gel to...